This data is from the Open Reaction Database (ORD), a public repository of structured organic reaction records. The task is: describe an organic reaction: reactants, conditions, products, and yield Reactants: C(C1=CC=CC=C1)OC(=O)NC1C(NC2=C(C(=N1)C1CCCCC1)C=CC=C2)=O (3(R,S)-[(benzyloxycarbonyl)amino]-5-cyclohexyl-1,3-dihydro-2H-1,4-benzodiazepin-2-one), [H-].[Na+] (sodium hydride), ICCC (1-iodopropane). Run in CN(C=O)C (dimethylformamide). Run at time 45 minute. The product is C(C1=CC=CC=C1)OC(=O)NC1C(N(C2=C(C(=N1)C1CCCCC1)C=CC=C2)CCC)=O (3(R,S)-[(Benzyloxycarbonyl)amino]-5-cyclohexyl-1,3-dihydro-1-propyl-2H-1,4-benzodiazepin-2-one). RXN SMILES: [CH2:1]([O:8][C:9]([NH:11][CH:12]1[N:18]=[C:17]([CH:19]2[CH2:24][CH2:23][CH2:22][CH2:21][CH2:20]2)[C:16]2[CH:25]=[CH:26][CH:27]=[CH:28][C:15]=2[NH:14][C:13]1=[O:29])=[O:10])[C:2]1[CH:7]=[CH:6][CH:5]=[CH:4][CH:3]=1.[H-].[Na+].I[CH2:33][CH2:34][CH3:35]>CN(C)C=O>[CH2:1]([O:8][C:9]([NH:11][CH:12]1[N:18]=[C:17]([CH:19]2[CH2:24][CH2:23][CH2:22][CH2:21][CH2:20]2)[C:16]2[CH:25]=[CH:26][CH:27]=[CH:28][C:15]=2[N:14]([CH2:33][CH2:34][CH3:35])[C:13]1=[O:29])=[O:10])[C:2]1[CH:7]=[CH:6][CH:5]=[CH:4][CH:3]=1 |f:1.2|. Reported procedure: A solution of 3(R,S)-[(benzyloxycarbonyl)amino]-5-cyclohexyl-1,3-dihydro-2H-1,4-benzodiazepin-2-one (Example 2, Step 3, 2 g) in anhydrous dimethylformamide (15 ml), under an atmosphere of nitrogen, was treated with sodium hydride (0.22 g of a 55-60% dispersion in mineral oil, 5.1 mmol) in one portion, at 0° C. After 45 min at 0° C., 1-iodopropane (0.55 ml) was added in one portion and the solution allowed to reach ambient temperature and stirred overnight. Solvent was removed under reduced press...